This data is from the Open Reaction Database (ORD), a public repository of structured organic reaction records. The task is: describe an organic reaction: reactants, conditions, products, and yield Starting materials: Brc1ccc2c(c1)CCCC2, C1CCOC1, CCCCCC, Cl, [O-]B([O-])[O-], O. The product is OB(O)c1ccc2c(c1)CCCC2. Reaction SMILES: [Br:1][c:2]1[cH:3][c:4]2[c:9]([cH:10][cH:11]1)[CH2:8][CH2:7][CH2:6][CH2:5]2.[CH2:24]1[O:25][CH2:26][CH2:27][CH2:28]1.[CH3:18][CH2:19][CH2:20][CH2:21][CH2:22][CH3:23].[ClH:16].[O-:12][B:13]([O-:14])[O-:15].[OH2:17]>>[c:2]1([B:13]([OH:12])[OH:14])[cH:3][c:4]2[c:9]([cH:10][cH:11]1)[CH2:8][CH2:7][CH2:6][CH2:5]2.